Dataset: the Open Reaction Database (ORD), a public repository of structured organic reaction records. Task: describe an organic reaction: reactants, conditions, products, and yield Starting materials: CCCN, C1CCOC1, NS(=O)(=O)c1ccc(C(=O)O)cc1. The product is CCCNC(=O)c1ccc(S(N)(=O)=O)cc1. As a reaction SMILES: [CH3:14][CH2:15][CH2:16][NH2:17].[O:18]1[CH2:19][CH2:20][CH2:21][CH2:22]1.[S:1]([NH2:2])(=[O:3])(=[O:4])[c:5]1[cH:6][cH:7][c:8]([C:9](=[O:10])[OH:11])[cH:12][cH:13]1>>[S:1]([NH2:2])(=[O:3])(=[O:4])[c:5]1[cH:6][cH:7][c:8]([C:9](=[O:11])[NH:17][CH2:16][CH2:15][CH3:14])[cH:12][cH:13]1. Reactants: ClC1=NC(=C2C(=N1)N(N=C2)CC)N2CC1CCC(C2)O1 (3-(6-chloro-1-ethyl-1H-pyrazolo[3,4-d]pyrimidin-4-yl)-8-oxa-3-azabicyclo[3.2.1]octane), NC1=CC=C(C=C1)B1OC(C)(C)C(C)(C)O1 (4-aminophenylboronic acid pinacol ester). Reagents/catalysts: C=1C=CC(=CC1)[P](C=2C=CC=CC2)(C=3C=CC=CC3)[Pd]([P](C=4C=CC=CC4)(C=5C=CC=CC5)C=6C=CC=CC6)([P](C=7C=CC=CC7)(C=8C=CC=CC8)C=9C=CC=CC9)[P](C=1C=CC=CC1)(C=1C=CC=CC1)C=1C=CC=CC1 (tetrakis(triphenylphosphine)palladium(0)). Run in C1(=CC=CC=C1)C.C(C)O (toluene ethanol), C([O-])([O-])=O.[Na+].[Na+] (sodium carbonate). Run at temperature 120 celsius. The product is C12CN(CC(CC1)O2)C2=C1C(=NC(=N2)C2=CC=C(N)C=C2)N(N=C1)CC (4-(4-(8-oxa-3-azabicyclo[3.2.1]octan-3-yl)-1-ethyl-1H-pyrazolo[3,4-d]pyrimidin-6-yl)aniline). Reaction SMILES: Cl[C:2]1[N:7]=[C:6]2[N:8]([CH2:11][CH3:12])[N:9]=[CH:10][C:5]2=[C:4]([N:13]2[CH2:19][CH:18]3[O:20][CH:15]([CH2:16][CH2:17]3)[CH2:14]2)[N:3]=1.[NH2:21][C:22]1[CH:27]=[CH:26][C:25](B2OC(C)(C)C(C)(C)O2)=[CH:24][CH:23]=1>C1(C)C=CC=CC=1.C(O)C.C(=O)([O-])[O-].[Na+].[Na+].C1C=CC([P]([Pd]([P](C2C=CC=CC=2)(C2C=CC=CC=2)C2C=CC=CC=2)([P](C2C=CC=CC=2)(C2C=CC=CC=2)C2C=CC=CC=2)[P](C2C=CC=CC=2)(C2C=CC=CC=2)C2C=CC=CC=2)(C2C=CC=CC=2)C2C=CC=CC=2)=CC=1>[CH:15]12[O:20][CH:18]([CH2:17][CH2:16]1)[CH2:19][N:13]([C:4]1[N:3]=[C:2]([C:25]3[CH:26]=[CH:27][C:22]([NH2:21])=[CH:23][CH:24]=3)[N:7]=[C:6]3[N:8]([CH2:11][CH3:12])[N:9]=[CH:10][C:5]=13)[CH2:14]2 |f:2.3,4.5.6,^1:56,58,77,96|. Reported procedure: A mixture of 3-(6-chloro-1-ethyl-1H-pyrazolo[3,4-d]pyrimidin-4-yl)-8-oxa-3-azabicyclo[3.2.1]octane (0.55 g, 1.9 mmol), 4-aminophenylboronic acid pinacol ester (0.62 g, 2.8 mmol), and tetrakis(triphenylphosphine)palladium(0) (0.22 g, 10 mol %) in toluene/ethanol (1:1, 12 mL) and 2 M aqueous sodium carbonate solution (2 mL) was heated in a 10-20 mL Smith process vial in the microwave reactor for one hour at 120° C. The cooled mixture was partitioned between ethyl acetate and water. The aqueous pha... The product is O=C1CCC(N2Cc3c(OCc4cc(CN5CCOCC5)on4)cccc3C2=O)C(=O)N1. Starting materials: C1CCOC1, CC(C)(C)[O-], [K+], COC(=O)CCC(C(N)=O)N1Cc2c(OCc3cc(CN4CCOCC4)on3)cccc2C1=O. Reaction SMILES: [CH2:41]1[O:42][CH2:43][CH2:44][CH2:45]1.[CH3:35][C:36]([CH3:37])([O-:38])[CH3:39].[K+:40].[NH2:1][C:2]([CH:3]([CH2:4][CH2:5][C:6](=[O:7])[O:8][CH3:9])[N:10]1[C:11](=[O:33])[c:12]2[cH:13][cH:14][cH:15][c:16]([O:19][CH2:20][c:21]3[n:22][o:23][c:24]([CH2:26][N:27]4[CH2:28][CH2:29][O:30][CH2:31][CH2:32]4)[cH:25]3)[c:17]2[CH2:18]1)=[O:34]>>[NH:1]1[C:2](=[O:34])[CH:3]([N:10]2[C:11](=[O:33])[c:12]3[cH:13][cH:14][cH:15][c:16]([O:19][CH2:20][c:21]4[n:22][o:23][c:24]([CH2:26][N:27]5[CH2:28][CH2:29][O:30][CH2:31][CH2:32]5)[cH:25]4)[c:17]3[CH2:18]2)[CH2:4][CH2:5][C:6]1=[O:7].